From a dataset of the Open Reaction Database (ORD), a public repository of structured organic reaction records. describe an organic reaction: reactants, conditions, products, and yield Starting materials: [OH-].[Na+] (NaOH), ClC1=CC=C(N=N1)CC#N ((6-chloro-pyridazin-3-yl)-acetonitrile), BrCCBr (1,2-dibromoethane). The reagents and catalysts are [Cl-].C(C1=CC=CC=C1)[N+](CCCC)(CCCC)CCCC (benzyltributylammonium chloride). Run in C(C)#N (acetonitrile). Reaction conditions: time 4 hour. The product is ClC1=CC=C(N=N1)C1(CC1)C#N (1-(6-chloro-pyridazin-3-yl)-cyclopropanecarbonitrile). RXN SMILES: [OH-].[Na+].[Cl:3][C:4]1[N:9]=[N:8][C:7]([CH2:10][C:11]#[N:12])=[CH:6][CH:5]=1.Br[CH2:14][CH2:15]Br>[Cl-].C([N+](CCCC)(CCCC)CCCC)C1C=CC=CC=1.C(#N)C>[Cl:3][C:4]1[N:9]=[N:8][C:7]([C:10]2([C:11]#[N:12])[CH2:15][CH2:14]2)=[CH:6][CH:5]=1 |f:0.1,4.5|. Procedure details: Aqueous NaOH solution (50%, 5 mL) was added to a solution of (6-chloro-pyridazin-3-yl)-acetonitrile (0.21 g), 1,2-dibromoethane (0.14 mL), and benzyltributylammonium chloride (0.43 g) in acetonitrile (5 mL) at room temperature. The resulting mixture was stirred at room temperature for 4 h and was then extracted with ethyl acetate. The combined extracts were washed with brine and dried (MgSO4). The solvent was evaporated and the residue was chromatographed on silica gel (cyclohexane/ethyl acetate... The reactants are CC(=O)Nc1ccc(S(=O)(=O)Nc2cc(Cl)nc(N)n2)cc1, [Na+], [OH-]. The product is Nc1ccc(S(=O)(=O)Nc2cc(Cl)nc(N)n2)cc1. RXN SMILES: [NH2:1][c:2]1[n:3][c:4]([Cl:22])[cH:5][c:6]([NH:8][S:9](=[O:10])(=[O:11])[c:12]2[cH:13][cH:14][c:15]([NH:18][C:19](=[O:20])[CH3:21])[cH:16][cH:17]2)[n:7]1.[Na+:24].[OH-:23]>>[NH2:1][c:2]1[n:3][c:4]([Cl:22])[cH:5][c:6]([NH:8][S:9](=[O:10])(=[O:11])[c:12]2[cH:13][cH:14][c:15]([NH2:18])[cH:16][cH:17]2)[n:7]1. The reactants are Clc1ccc2cc(CBr)ncc2c1, [K+], [K+], CC1NCCN(Cc2ccc3c(N)ncnc3c2)C1=O, O=C([O-])[O-], CN(C)C=O. Yields the product CC1C(=O)N(Cc2ccc3c(N)ncnc3c2)CCN1Cc1cc2ccc(Cl)cc2cn1. Reaction SMILES: [Br:21][CH2:22][c:23]1[n:24][cH:25][c:26]2[cH:27][c:28]([Cl:33])[cH:29][cH:30][c:31]2[cH:32]1.[K+:34].[K+:35].[NH2:1][c:2]1[n:3][cH:4][n:5][c:6]2[cH:7][c:8]([CH2:12][N:13]3[C:14](=[O:20])[CH:15]([CH3:19])[NH:16][CH2:17][CH2:18]3)[cH:9][cH:10][c:11]12.[O-:36][C:37]([O-:38])=[O:39].[O:40]=[CH:41][N:42]([CH3:43])[CH3:44]>>[NH2:1][c:2]1[n:3][cH:4][n:5][c:6]2[cH:7][c:8]([CH2:12][N:13]3[C:14](=[O:20])[CH:15]([CH3:19])[N:16]([CH2:22][c:23]4[n:24][cH:25][c:26]5[cH:27][c:28]([Cl:33])[cH:29][cH:30][c:31]5[cH:32]4)[CH2:17][CH2:18]3)[cH:9][cH:10][c:11]12. Starting materials: [BH4-], CCO, [Na+], O=C1CCCc2cc(OCc3ccc4ccccc4n3)ccc21. Yields the product OC1CCCc2cc(OCc3ccc4ccccc4n3)ccc21. Reaction SMILES: [BH4-:24].[CH3:26][CH2:27][OH:28].[Na+:25].[n:1]1[c:2]([CH2:11][O:12][c:13]2[cH:14][c:15]3[c:20]([cH:21][cH:22]2)[C:19](=[O:23])[CH2:18][CH2:17][CH2:16]3)[cH:3][cH:4][c:5]2[cH:6][cH:7][cH:8][cH:9][c:10]12>>[n:1]1[c:2]([CH2:11][O:12][c:13]2[cH:14][c:15]3[c:20]([cH:21][cH:22]2)[CH:19]([OH:23])[CH2:18][CH2:17][CH2:16]3)[cH:3][cH:4][c:5]2[cH:6][cH:7][cH:8][cH:9][c:10]12.